This data is from the Open Reaction Database (ORD), a public repository of structured organic reaction records. The task is: describe an organic reaction: reactants, conditions, products, and yield Starting materials: CC(C)C[AlH]CC(C)C (DIBAL-H), C(C)OC(=O)[C@H]1[C@@H](C(=C(C1)C1=NC=C(C=C1)C)C)O[Si](CC)(CC)CC ((1R,2S)-3-Methyl-4-(5-methyl-pyridin-2-yl)-2-triethylsilanyloxy-cyclopent-3-enecarboxylic Acid Ethyl Ester). Run in C1(=CC=CC=C1)C (toluene). Run at time 1 hour. Product: CC=1[C@H]([C@@H](CC1C1=NC=CC=C1)C=O)O[Si](CC)(CC)CC ((1R,2S)-3-Methyl-4-pyridin-2-yl-2-triethylsilanyloxy-cyclopent-3-enecarbaldehyde). RXN SMILES: CC(C[AlH]CC(C)C)C.C([O:12][C:13]([C@@H:15]1[CH2:19][C:18]([C:20]2[CH:25]=[CH:24][C:23](C)=[CH:22][N:21]=2)=[C:17]([CH3:27])[C@H:16]1[O:28][Si:29]([CH2:34][CH3:35])([CH2:32][CH3:33])[CH2:30][CH3:31])=O)C>C1(C)C=CC=CC=1>[CH3:27][C:17]1[C@@H:16]([O:28][Si:29]([CH2:30][CH3:31])([CH2:34][CH3:35])[CH2:32][CH3:33])[C@H:15]([CH:13]=[O:12])[CH2:19][C:18]=1[C:20]1[CH:25]=[CH:24][CH:23]=[CH:22][N:21]=1. Reported procedure: A solution of DIBAL-H (0.44 ml, 1.0 M in hexane, 0.44 mmol, 1.1 equiv) was added dropwise to a solution of silyl ether 93 (150 mg, 0.4 mmol) in toluene (2 ml) at −78° C. The reaction mixture was stirred at that temperature for 1 hr and quenched by dropwise addition of saturated NH4Cl solution (0.2 ml). The reaction mixture was allowed to reach room temperature and a saturated solution of Rochelle salt (1 ml) and brine (0.4 ml) were added. The mixture was extracted with ethyl acetate (3×2 ml) and... Starting materials: CCOC(=O)CC1CCc2c(n(Cc3ccccc3)c3ccccc23)S1, CCO, Cl, [K+], [OH-]. The product is O=C(O)CC1CCc2c(n(Cc3ccccc3)c3ccccc23)S1. As a reaction SMILES: [CH2:3]([c:4]1[cH:5][cH:6][cH:7][cH:8][cH:9]1)[n:10]1[c:11]2[c:12]([c:13]3[cH:14][cH:15][cH:16][cH:17][c:18]13)[CH2:19][CH2:20][CH:21]([CH2:23][C:24](=[O:25])[O:26][CH2:27][CH3:28])[S:22]2.[CH3:30][CH2:31][OH:32].[ClH:29].[K+:2].[OH-:1]>>[CH2:3]([c:4]1[cH:5][cH:6][cH:7][cH:8][cH:9]1)[n:10]1[c:11]2[c:12]([c:13]3[cH:14][cH:15][cH:16][cH:17][c:18]13)[CH2:19][CH2:20][CH:21]([CH2:23][C:24](=[O:25])[OH:26])[S:22]2.